From a dataset of the Open Reaction Database (ORD), a public repository of structured organic reaction records. describe an organic reaction: reactants, conditions, products, and yield Starting materials: O=C(CCC1CCCC1)Nc1nn2cccnc2c1Br, OB(O)C=Cc1ccc(C(F)(F)F)cc1. The product is O=C(CCC1CCCC1)Nc1nn2cccnc2c1C=Cc1ccc(C(F)(F)F)cc1. As a reaction SMILES: [Br:16][c:17]1[c:18]([NH:26][C:27]([CH2:28][CH2:29][CH:30]2[CH2:31][CH2:32][CH2:33][CH2:34]2)=[O:35])[n:19][n:20]2[c:21]1[n:22][cH:23][cH:24][cH:25]2.[F:1][C:2]([c:3]1[cH:4][cH:5][c:6]([CH:9]=[CH:10][B:11]([OH:12])[OH:13])[cH:7][cH:8]1)([F:14])[F:15]>>[F:1][C:2]([c:3]1[cH:4][cH:5][c:6]([CH:9]=[CH:10][c:17]2[c:18]([NH:26][C:27]([CH2:28][CH2:29][CH:30]3[CH2:31][CH2:32][CH2:33][CH2:34]3)=[O:35])[n:19][n:20]3[c:21]2[n:22][cH:23][cH:24][cH:25]3)[cH:7][cH:8]1)([F:14])[F:15]. Reactants: [Br-], OCc1ccccc1Br, [Li]CCCC, [Mg+]c1ccccc1Cl, O=C1CCN(C(=O)OCc2ccccc2)CC1. Product: O=C(OCc1ccccc1)N1CCC(O)(c2ccccc2Cl)CC1. Reaction SMILES: [Br-:18].[Br:27][c:28]1[cH:29][cH:30][cH:31][cH:32][c:33]1[CH2:34][OH:35].[CH2:36]([Li:37])[CH2:38][CH2:39][CH3:40].[Cl:19][c:20]1[c:21]([Mg+:26])[cH:22][cH:23][cH:24][cH:25]1.[O:1]=[C:2]1[CH2:3][CH2:4][N:5]([C:8](=[O:9])[O:10][CH2:11][c:12]2[cH:13][cH:14][cH:15][cH:16][cH:17]2)[CH2:6][CH2:7]1>>[OH:1][C:2]1([c:21]2[c:20]([Cl:19])[cH:25][cH:24][cH:23][cH:22]2)[CH2:3][CH2:4][N:5]([C:8](=[O:9])[O:10][CH2:11][c:12]2[cH:13][cH:14][cH:15][cH:16][cH:17]2)[CH2:6][CH2:7]1. Reaction SMILES: [C:33](=[O:34])([O-:35])[O-:36].[CH3:1][c:2]1[n:3][cH:4][cH:5][c:6](-[c:8]2[cH:9][cH:10][c:11]([CH2:14][C:15](=[O:16])[NH:17][c:18]3[n:19][cH:20][c:21]([N:24]4[CH2:25][CH2:26][NH:27][CH2:28][CH2:29]4)[cH:22][cH:23]3)[cH:12][cH:13]2)[cH:7]1.[K+:37].[K+:38].[N:30]#[C:31][Br:32].[O:40]=[CH:41][N:42]([CH3:43])[CH3:44].[OH2:39]>>[CH3:1][c:2]1[n:3][cH:4][cH:5][c:6](-[c:8]2[cH:9][cH:10][c:11]([CH2:14][C:15](=[O:16])[NH:17][c:18]3[n:19][cH:20][c:21]([N:24]4[CH2:25][CH2:26][N:27]([C:31]#[N:30])[CH2:28][CH2:29]4)[cH:22][cH:23]3)[cH:12][cH:13]2)[cH:7]1. Reactants: O=C([O-])[O-], Cc1cc(-c2ccc(CC(=O)Nc3ccc(N4CCNCC4)cn3)cc2)ccn1, [K+], [K+], N#CBr, CN(C)C=O, O. Product: Cc1cc(-c2ccc(CC(=O)Nc3ccc(N4CCN(C#N)CC4)cn3)cc2)ccn1.